This data is from the Open Reaction Database (ORD), a public repository of structured organic reaction records. The task is: describe an organic reaction: reactants, conditions, products, and yield Reactants: 1,3-bis(2',6'-dimethylphenyl)-2-acetimino-imidazolidine-4-carboxylic acid, Cl (hydrochloric acid), CC1=C(C(=CC=C1)C)N1C(N(C(C1)C(=O)O)C1=C(C=CC=C1C)C)=N (1,3-Bis(2',6'-dimethylphenyl)-2-imino-imidazolidine-4-carboxylic acid). Conditions: time 8 hour. Product: Cl.CC1=C(C(=CC=C1)C)N1C(N(C(C1)C(=O)O)C1=C(C=CC=C1C)C)=N (1,3-bis(2',6'-dimethylphenyl)-2-imino-imidazolidine-4-carboxylic acid hydrochloride). As a reaction SMILES: [ClH:1].[CH3:2][C:3]1[CH:8]=[CH:7][CH:6]=[C:5]([CH3:9])[C:4]=1[N:10]1[CH2:14][CH:13]([C:15]([OH:17])=[O:16])[N:12]([C:18]2[C:23]([CH3:24])=[CH:22][CH:21]=[CH:20][C:19]=2[CH3:25])[C:11]1=[NH:26]>>[ClH:1].[CH3:2][C:3]1[CH:8]=[CH:7][CH:6]=[C:5]([CH3:9])[C:4]=1[N:10]1[CH2:14][CH:13]([C:15]([OH:17])=[O:16])[N:12]([C:18]2[C:19]([CH3:25])=[CH:20][CH:21]=[CH:22][C:23]=2[CH3:24])[C:11]1=[NH:26] |f:2.3|. Procedure: A mixture of 8.0 g (21.1 mmoles) of 1,3-bis(2',6'-dimethylphenyl)-2-acetimino-imidazolidine-4-carboxylic acid, obtained as described in Example 32, and 200 ml of 1 n aqueous hydrochloric acid is heated on a steam bath for 3 hours, and then the mixture is allowed to standd at +5° C. overnight. Next day the separated precipitate is filtered off, washed with cold 1 n aqueous hydrochloric acid, and dried. 2.2 g of 1,3-bis(2',6'-dimethylphenyl)-2-imino-imidazolidine-4-carboxylic acid hydrochloride ar... The reactants are ClC1=C2C(=NC=C1)C=C(S2)C(=O)N2CC(C2)O (7-chloro-2-[3-hydroxyazetidin-1-carbonyl]thieno[3,2-b]pyridine), CNC(=O)C1=C(N(C2=CC(=CC=C12)O)C)C (6-hydroxy-1,2-dimethyl-1H-indole-3-carboxylic acid methylamide), C(=O)([O-])[O-].[Cs+].[Cs+] (Cs2CO3). The product is CNC(=O)C1=C(N(C2=CC(=CC=C12)OC1=C2C(=NC=C1)C=C(S2)C(=O)N2CC(C2)O)C)C (6-[2-(3-Hydroxy-azetidine-1-carbonyl)-thieno[3,2-b]pyridin-7-yloxy]-1,2-dimethyl-1H-indole-3-carboxylic acid methylamide). Reaction SMILES: Cl[C:2]1[CH:7]=[CH:6][N:5]=[C:4]2[CH:8]=[C:9]([C:11]([N:13]3[CH2:16][CH:15]([OH:17])[CH2:14]3)=[O:12])[S:10][C:3]=12.[CH3:18][NH:19][C:20]([C:22]1[C:30]2[C:25](=[CH:26][C:27]([OH:31])=[CH:28][CH:29]=2)[N:24]([CH3:32])[C:23]=1[CH3:33])=[O:21].C([O-])([O-])=O.[Cs+].[Cs+]>>[CH3:18][NH:19][C:20]([C:22]1[C:30]2[C:25](=[CH:26][C:27]([O:31][C:2]3[CH:7]=[CH:6][N:5]=[C:4]4[CH:8]=[C:9]([C:11]([N:13]5[CH2:16][CH:15]([OH:17])[CH2:14]5)=[O:12])[S:10][C:3]=34)=[CH:28][CH:29]=2)[N:24]([CH3:32])[C:23]=1[CH3:33])=[O:21] |f:2.3.4|. Procedure: This material was prepared by the reaction of (7-chloro-thieno [3,2-b]pyridin-2-yl)-(3-hydroxy-azetidin-1-yl)-methanone 9d with 6-hydroxy-1,2-dimethyl-1H-indole-3-carboxylic acid methylamide 16e and Cs2CO3 in a manner as previously described for example 1. 1H NMR (300 MHz, CD3OD) δ8.41 (1H, d, J=5.5 Hz), 7.78-7.74 (2H, m), 7.29 (1H, d, J=2.1 Hz), 6.95 (1H, dd, J=2.1, 8.6 Hz), 6.62 (1H, d, J=5.5 Hz), 4.76-4.73 (2H, m), 4.63 (1H, bs), 4.35-4.32 (2H, m), 3.97-3.94 (1H, m), 3.62 (3H, s), 2.89 (3H, s... The reactants are COC(=O)Cc1ccc(NCC(=O)CCN2CCC(OC(=O)Nc3ccccc3-c3ccccc3)CC2)cc1, CC#N, Cl, [Li+], [OH-], O. The product is O=C(O)Cc1ccc(NCC(=O)CCN2CCC(OC(=O)Nc3ccccc3-c3ccccc3)CC2)cc1. Reaction SMILES: [CH3:1][O:2][C:3]([CH2:4][c:5]1[cH:6][cH:7][c:8]([NH:11][CH2:12][C:13]([CH2:14][CH2:15][N:16]2[CH2:17][CH2:18][CH:19]([O:22][C:23]([NH:24][c:25]3[c:26](-[c:31]4[cH:32][cH:33][cH:34][cH:35][cH:36]4)[cH:27][cH:28][cH:29][cH:30]3)=[O:37])[CH2:20][CH2:21]2)=[O:38])[cH:9][cH:10]1)=[O:39].[CH3:43][C:44]#[N:45].[ClH:42].[Li+:40].[OH-:41].[OH2:46]>>[O:2]=[C:3]([CH2:4][c:5]1[cH:6][cH:7][c:8]([NH:11][CH2:12][C:13]([CH2:14][CH2:15][N:16]2[CH2:17][CH2:18][CH:19]([O:22][C:23]([NH:24][c:25]3[c:26](-[c:31]4[cH:32][cH:33][cH:34][cH:35][cH:36]4)[cH:27][cH:28][cH:29][cH:30]3)=[O:37])[CH2:20][CH2:21]2)=[O:38])[cH:9][cH:10]1)[OH:39]. The reactants are NC1=C(C(=O)NC2=CC=NC=C2)C=C(C=N1)Br (2-amino-5-bromo-N-pyridin-4-yl-nicotinamide), CC1(OB(OC1(C)C)C=1C=C(C=CC1)S(=O)(=O)N1CCC(CC1)O)C (1-[3-(4,4,5,5-tetramethyl-[1,3,2]dioxaborolan-2-yl)-benzenesulfonyl]-piperidin-4-ol). Product: NC1=C(C(=O)NC2=CC=NC=C2)C=C(C=N1)C1=CC(=CC=C1)S(=O)(=O)N1CCC(CC1)O (2-Amino-5-[3-(4-hydroxy-piperidine-1-sulfonyl)-phenyl]-N-pyridin-4-yl-nicotinamide). Reaction SMILES: [NH2:1][C:2]1[N:16]=[CH:15][C:14](Br)=[CH:13][C:3]=1[C:4]([NH:6][C:7]1[CH:12]=[CH:11][N:10]=[CH:9][CH:8]=1)=[O:5].CC1(C)C(C)(C)OB([C:26]2[CH:27]=[C:28]([S:32]([N:35]3[CH2:40][CH2:39][CH:38]([OH:41])[CH2:37][CH2:36]3)(=[O:34])=[O:33])[CH:29]=[CH:30][CH:31]=2)O1>>[NH2:1][C:2]1[N:16]=[CH:15][C:14]([C:26]2[CH:31]=[CH:30][CH:29]=[C:28]([S:32]([N:35]3[CH2:40][CH2:39][CH:38]([OH:41])[CH2:37][CH2:36]3)(=[O:34])=[O:33])[CH:27]=2)=[CH:13][C:3]=1[C:4]([NH:6][C:7]1[CH:12]=[CH:11][N:10]=[CH:9][CH:8]=1)=[O:5]. Procedure: Reaction of 2-amino-5-bromo-N-pyridin-4-yl-nicotinamide with 1-[3-(4,4,5,5-tetramethyl-[1,3,2]dioxaborolan-2-yl)-benzenesulfonyl]-piperidin-4-ol gives “A79”; method 1: HPLC/MS: 1.29 min, [M+H]=454; Reactants: COc1cc(Cl)c(C(=O)c2ccccc2F)cc1Cl, Cl, NO, c1ccncc1. The product is COc1cc(Cl)c(C(=NO)c2ccccc2F)cc1Cl. Reaction SMILES: [Cl:1][c:2]1[c:3]([O:18][CH3:19])[cH:4][c:5]([Cl:17])[c:6]([C:8]([c:9]2[c:10]([F:15])[cH:11][cH:12][cH:13][cH:14]2)=[O:16])[cH:7]1.[ClH:20].[NH2:21][OH:22].[cH:23]1[cH:24][cH:25][n:26][cH:27][cH:28]1>>[Cl:1][c:2]1[c:3]([O:18][CH3:19])[cH:4][c:5]([Cl:17])[c:6]([C:8]([c:9]2[c:10]([F:15])[cH:11][cH:12][cH:13][cH:14]2)=[N:21][OH:22])[cH:7]1.